From a dataset of the Open Reaction Database (ORD), a public repository of structured organic reaction records. describe an organic reaction: reactants, conditions, products, and yield The reactants are C(C)OC(CC1=CC2=CC=C(C=C2C(=C1)C(C1=CC=C(C=C1)S(=O)(=O)N1CCNCC1)=O)F)=O ({6-fluoro-4-[4-(piperazine-1-sulfonyl)-benzoyl]-naphthalen-2-yl}-acetic acid ethyl ester), O.[OH-].[Li+] (lithium hydroxide monohydrate). Solvent: O1CCCC1 (tetrahydrofuran), O (water). Reaction conditions: time 48 hour. Product: FC=1C=C2C(=CC(=CC2=CC1)CC(=O)O)C(C1=CC=C(C=C1)S(=O)(=O)N1CCNCC1)=O ({6-fluoro-4-[4-(piperazine-1-sulfonyl)-benzoyl]-naphthalen-2-yl}-acetic acid). The yield is 64.4%. RXN SMILES: C([O:3][C:4](=[O:34])[CH2:5][C:6]1[CH:15]=[C:14]([C:16](=[O:32])[C:17]2[CH:22]=[CH:21][C:20]([S:23]([N:26]3[CH2:31][CH2:30][NH:29][CH2:28][CH2:27]3)(=[O:25])=[O:24])=[CH:19][CH:18]=2)[C:13]2[C:8](=[CH:9][CH:10]=[C:11]([F:33])[CH:12]=2)[CH:7]=1)C.O.[OH-].[Li+]>O1CCCC1.O>[F:33][C:11]1[CH:12]=[C:13]2[C:8](=[CH:9][CH:10]=1)[CH:7]=[C:6]([CH2:5][C:4]([OH:34])=[O:3])[CH:15]=[C:14]2[C:16](=[O:32])[C:17]1[CH:18]=[CH:19][C:20]([S:23]([N:26]2[CH2:27][CH2:28][NH:29][CH2:30][CH2:31]2)(=[O:25])=[O:24])=[CH:21][CH:22]=1 |f:1.2.3|. Procedure details: To a stirred solution of {6-fluoro-4-[4-(piperazine-1-sulfonyl)-benzoyl]-naphthalen-2-yl}-acetic acid ethyl ester (0.100 g, 0.17 mmol) in tetrahydrofuran (6 mL) was added a solution of lithium hydroxide monohydrate (0.035 g, 0.83 mmol) in water (1.5 mL) and the reaction mixture was stirred for 48 hours at room temperature. The reaction mixture was concentrated under reduced pressure, diluted with water (8 mL) and washed with ethyl acetate (2×5 mL). The aqueous layer was acidified with an aqueous... Reactants: Cc1ccccc1, Cc1oncc1C(=O)O, O=S(Cl)Cl. Product: Cc1oncc1C(=O)Cl. Reaction SMILES: [CH3:14][c:15]1[cH:16][cH:17][cH:18][cH:19][cH:20]1.[CH3:1][c:2]1[c:3]([C:7](=[O:8])[OH:9])[cH:4][n:5][o:6]1.[S:10]([Cl:11])([Cl:12])=[O:13]>>[CH3:1][c:2]1[c:3]([C:7](=[O:9])[Cl:12])[cH:4][n:5][o:6]1. The product is CC1(C)OCC(COc2cccc(CC(=O)O)c2)O1. The reactants are COC(=O)Cc1cccc(OCC2COC(C)(C)O2)c1, CO, O. As a reaction SMILES: [CH3:1][C:2]1([CH3:20])[O:3][CH2:4][CH:5]([CH2:7][O:8][c:9]2[cH:10][c:11]([CH2:15][C:16](=[O:17])[O:18][CH3:19])[cH:12][cH:13][cH:14]2)[O:6]1.[CH3:21][OH:22].[OH2:23]>>[CH3:1][C:2]1([CH3:20])[O:3][CH2:4][CH:5]([CH2:7][O:8][c:9]2[cH:10][c:11]([CH2:15][C:16](=[O:17])[OH:18])[cH:12][cH:13][cH:14]2)[O:6]1. Starting materials: CCOC(C)=O, COc1cc([N+](=O)[O-])ccc1-c1cnco1, [H][H]. Product: COc1cc(N)ccc1-c1cnco1. Reaction SMILES: [CH3:19][CH2:20][O:21][C:22](=[O:23])[CH3:24].[CH3:1][O:2][c:3]1[c:4](-[c:12]2[cH:13][n:14][cH:15][o:16]2)[cH:5][cH:6][c:7]([N+:9]([O-:10])=[O:11])[cH:8]1.[H:17][H:18]>>[CH3:1][O:2][c:3]1[c:4](-[c:12]2[cH:13][n:14][cH:15][o:16]2)[cH:5][cH:6][c:7]([NH2:9])[cH:8]1. Yields the product C(C)(=O)C1=C(C(=C(OCCCOC=2C=CC3=C(C=C(O3)C(=O)O)C2CC=C)C=C1)CCC)O (5-[3-(4-Acetyl-3-hydroxy-2-propylphenoxy)propoxy]-4-(prop-2-enyl)benzofuran-2-carboxylic acid). Solvent: O1CCOCC1 (dioxan). Yield: 50.5%. Starting materials: C(C)(=O)C1=C(C(=C(OCCCOC=2C=CC3=C(C=C(O3)C(=O)OC)C2CC=C)C=C1)CCC)O (Methyl 5-[3-(4-acetyl-3-hydroxy-2-propylphenoxy)propoxy]-4-(prop-2-enyl)benzofuran-2-carboxylate), [OH-].[Na+] (sodium hydroxide). Procedure details: The ester of step (b) (1.43 g) was stirred in dioxan (30 ml) containing N sodium hydroxide (6.75 ml) for one hour. The green solution was acidified and extracted with ethyl acetate. Evaporation gave a residue which was chromatographed over silica with a mixture of dichloromethane, ether and formic acid (90:7:3) to give the title acid (0.7 g), mp 157°-158°. Reaction SMILES: [C:1]([C:4]1[CH:30]=[CH:29][C:7]([O:8][CH2:9][CH2:10][CH2:11][O:12][C:13]2[CH:14]=[CH:15][C:16]3[O:20][C:19]([C:21]([O:23]C)=[O:22])=[CH:18][C:17]=3[C:25]=2[CH2:26][CH:27]=[CH2:28])=[C:6]([CH2:31][CH2:32][CH3:33])[C:5]=1[OH:34])(=[O:3])[CH3:2].[OH-].[Na+]>O1CCOCC1>[C:1]([C:4]1[CH:30]=[CH:29][C:7]([O:8][CH2:9][CH2:10][CH2:11][O:12][C:13]2[CH:14]=[CH:15][C:16]3[O:20][C:19]([C:21]([OH:23])=[O:22])=[CH:18][C:17]=3[C:25]=2[CH2:26][CH:27]=[CH2:28])=[C:6]([CH2:31][CH2:32][CH3:33])[C:5]=1[OH:34])(=[O:3])[CH3:2] |f:1.2|. The reactants are ClC(C(CC=1N=C(NC1)[N+](=O)[O-])N=O)(C)C (3-Chloro-3-methyl-1-(2-nitroimidazolyl)-2-nitrosobutane), NCCCN (1,3-diaminopropane), C(C)#N (acetonitrile). Run at temperature 50 celsius. Yields the product NCCCC(C(CC=1N=C(NC1)[N+](=O)[O-])=NO)(C)C (3-(Aminopropyl)-3-methyl-1-(2-nitroimidazolyl)-2-butanone Oxime). RXN SMILES: Cl[C:2]([CH3:16])([CH3:15])[CH:3]([N:13]=[O:14])[CH2:4][C:5]1[N:6]=[C:7]([N+:10]([O-:12])=[O:11])[NH:8][CH:9]=1.[NH2:17][CH2:18][CH2:19]CN.[C:22](#N)C>>[NH2:17][CH2:18][CH2:19][CH2:15][C:2]([CH3:16])([CH3:22])[C:3](=[N:13][OH:14])[CH2:4][C:5]1[N:6]=[C:7]([N+:10]([O-:12])=[O:11])[NH:8][CH:9]=1. Reported procedure: 3-Chloro-3-methyl-1-(2-nitroimidazolyl)-2-nitrosobutane (1.00 g, 4.06 mmol,Example 1) was added in portions over a period of 20 minutes to a stirred solution of 1,3-diaminopropane (1.0 g, 13.50 mmol) in dry acetonitrile at 50° C. After the addition, the reaction mixture was maintained at 50° C. for an additional 30 minutes. The reaction mixture was then cooled and filtered to provide the title compound as a yellow colored solid. For further purification, the solid was suspended in a small amount... Reaction SMILES: [CH2:1]([O:8][C:9]([NH:11][CH:12]([C:21]([OH:23])=O)[CH2:13][C:14]1[CH:19]=[CH:18][C:17]([F:20])=[CH:16][CH:15]=1)=[O:10])[C:2]1[CH:7]=[CH:6][CH:5]=[CH:4][CH:3]=1.ClC(OCC(C)C)=O.[N+:32](=[CH2:34])=[N-:33]>>[F:20][C:17]1[CH:16]=[CH:15][C:14]([CH2:13][CH:12]([NH:11][C:9](=[O:10])[O:8][CH2:1][C:2]2[CH:3]=[CH:4][CH:5]=[CH:6][CH:7]=2)[C:21](=[O:23])[CH:34]=[N+:32]=[N-:33])=[CH:19][CH:18]=1. Reactants: C(C1=CC=CC=C1)OC(=O)NC(CC1=CC=C(C=C1)F)C(=O)O (N-(benzyloxycarbonyl)-3-(4-fluorophenyl)-DL-alanine), ClC(=O)OCC(C)C (isobutyl chloroformate), [N+](=[N-])=C (diazomethane). Procedure: In a manner analogous to that described in Example 19(i), 7.70 g of N-(benzyloxycarbonyl)-3-(4-fluorophenyl)-DL-alanine were treated with isobutyl chloroformate followed by reaction with diazomethane to give 7.15 g of benzyl [2-(4-fluorophenyl)-1(RS)-(2-diazoacetyl)ethyl]carbamate as a yellow solid of melting point 97° C. Product: FC1=CC=C(C=C1)CC(C(C=[N+]=[N-])=O)NC(OCC1=CC=CC=C1)=O (benzyl [2-(4-fluorophenyl)-1(RS)-(2-diazoacetyl)ethyl]carbamate).